This data is from the Open Reaction Database (ORD), a public repository of structured organic reaction records. The task is: describe an organic reaction: reactants, conditions, products, and yield Reactants: ClC(Cl)(Cl)Cl, [Fe], ClSc1ccccc1, Cc1ccc(-c2cccs2)cc1C. The product is Cc1ccc(-c2ccc(Sc3ccccc3)s2)cc1C. As a reaction SMILES: [C:23]([Cl:24])([Cl:25])([Cl:26])[Cl:27].[Fe:22].[c:14]1([S:20][Cl:21])[cH:15][cH:16][cH:17][cH:18][cH:19]1.[c:1]1(-[c:9]2[s:10][cH:11][cH:12][cH:13]2)[cH:2][c:3]([CH3:8])[c:4]([CH3:7])[cH:5][cH:6]1>>[c:1]1(-[c:9]2[s:10][c:11]([S:20][c:14]3[cH:15][cH:16][cH:17][cH:18][cH:19]3)[cH:12][cH:13]2)[cH:2][c:3]([CH3:8])[c:4]([CH3:7])[cH:5][cH:6]1. The reactants are [Br-], COc1cccc(N2CCNCC2)c1, O=C(Cl)Oc1ccc(Oc2ccc(C(F)(F)F)cc2)cc1, [K+]. Product: COc1cccc(N2CCN(C(=O)Oc3ccc(Oc4ccc(C(F)(F)F)cc4)cc3)CC2)c1, Cl. RXN SMILES: [Br-:36].[CH3:22][O:23][c:24]1[cH:25][c:26]([N:30]2[CH2:31][CH2:32][NH:33][CH2:34][CH2:35]2)[cH:27][cH:28][cH:29]1.[Cl:1][C:2](=[O:3])[O:4][c:5]1[cH:6][cH:7][c:8]([O:11][c:12]2[cH:13][cH:14][c:15]([C:18]([F:19])([F:20])[F:21])[cH:16][cH:17]2)[cH:9][cH:10]1.[K+:37]>>[C:2](=[O:3])([O:4][c:5]1[cH:6][cH:7][c:8]([O:11][c:12]2[cH:13][cH:14][c:15]([C:18]([F:19])([F:20])[F:21])[cH:16][cH:17]2)[cH:9][cH:10]1)[N:33]1[CH2:32][CH2:31][N:30]([c:26]2[cH:25][c:24]([O:23][CH3:22])[cH:29][cH:28][cH:27]2)[CH2:35][CH2:34]1.[ClH:1]. The reactants are COC(=O)c1ccc(CC(=O)Nc2cccc(C=Cc3nc(C4CCC4)cs3)c2)c(OC)c1, CO, [Li+], C1CCOC1, [OH-], O. Product: COc1cc(C(=O)O)ccc1CC(=O)Nc1cccc(C=Cc2nc(C3CCC3)cs2)c1. As a reaction SMILES: [CH3:1][O:2][C:3]([c:4]1[cH:5][c:6]([O:31][CH3:32])[c:7]([CH2:10][C:11](=[O:12])[NH:13][c:14]2[cH:15][c:16]([CH:20]=[CH:21][c:22]3[s:23][cH:24][c:25]([CH:27]4[CH2:28][CH2:29][CH2:30]4)[n:26]3)[cH:17][cH:18][cH:19]2)[cH:8][cH:9]1)=[O:33].[CH3:42][OH:43].[Li+:41].[O:34]1[CH2:35][CH2:36][CH2:37][CH2:38]1.[OH-:40].[OH2:39]>>[O:2]=[C:3]([c:4]1[cH:5][c:6]([O:31][CH3:32])[c:7]([CH2:10][C:11](=[O:12])[NH:13][c:14]2[cH:15][c:16]([CH:20]=[CH:21][c:22]3[s:23][cH:24][c:25]([CH:27]4[CH2:28][CH2:29][CH2:30]4)[n:26]3)[cH:17][cH:18][cH:19]2)[cH:8][cH:9]1)[OH:33]. Reactants: CC(c1ccc(Br)cc1)N1CCC(CC(C)(C)O)(c2ccccc2)OC1=O, CC[N+](CC)(CC)S(=O)(=O)NC(=O)OC, Cc1ccccc1, C1CCOC1, [OH-]. The product is C=C(C)CC1(c2ccccc2)CCN(C(C)c2ccc(Br)cc2)C(=O)O1. Reaction SMILES: [Br:17][c:18]1[cH:19][cH:20][c:21]([CH:24]([CH3:25])[N:26]2[C:27](=[O:43])[O:28][C:29]([c:32]3[cH:33][cH:34][cH:35][cH:36][cH:37]3)([CH2:38][C:39]([CH3:40])([CH3:41])[OH:42])[CH2:30][CH2:31]2)[cH:22][cH:23]1.[CH3:2][O:3][C:4]([NH:5][S:6]([N+:7]([CH2:8][CH3:9])([CH2:10][CH3:11])[CH2:12][CH3:13])(=[O:14])=[O:15])=[O:16].[CH3:49][c:50]1[cH:51][cH:52][cH:53][cH:54][cH:55]1.[O:44]1[CH2:45][CH2:46][CH2:47][CH2:48]1.[OH-:1]>>[Br:17][c:18]1[cH:19][cH:20][c:21]([CH:24]([CH3:25])[N:26]2[C:27](=[O:43])[O:28][C:29]([c:32]3[cH:33][cH:34][cH:35][cH:36][cH:37]3)([CH2:38][C:39](=[CH2:40])[CH3:41])[CH2:30][CH2:31]2)[cH:22][cH:23]1. Starting materials: C(C1=CC=CC=C1)[O-].C(C1=CC=CC=C1)OC(C=O)=O (glyoxylic acid benzyl ester benzyl alcoholate), C(CCCCC)NC(=O)N (N-hexylurea), aqueous solution. Run in C(C)(=O)O (acetic acid). Yields the product OC1C(NC(N1CCCCCC)=O)=O (5-hydroxy-1-hexylhydantoin). Yield: 10.1%. Reaction SMILES: C([O-])C1C=CC=CC=1.C([O:16][C:17](=O)[CH:18]=[O:19])C1C=CC=CC=1.[CH2:21]([NH:27][C:28]([NH2:30])=[O:29])[CH2:22][CH2:23][CH2:24][CH2:25][CH3:26]>C(O)(=O)C>[OH:19][CH:18]1[N:27]([CH2:21][CH2:22][CH2:23][CH2:24][CH2:25][CH3:26])[C:28](=[O:29])[NH:30][C:17]1=[O:16] |f:0.1|. Procedure details: 21.0 g of glyoxylic acid benzyl ester benzyl alcoholate and 10.0 g of N-hexylurea were refluxed in an 80% aqueous solution of acetic acid for 1.5 hours. After cooling, the reaction mixture was evaporated to dryness under reduced pressure. The obtained crude product was purified by column chromatography on silica gel (ethyl acetate:hexane=1:1) and was recrystallized from benzene to give 1.4 g of 5-hydroxy-1-hexylhydantoin (compound 12) in the form of colorless needle crystals. Starting materials: CCOC(=O)Nc1nc2cc(OC)ccc2nc1OC, Clc1cccc(N2CCNCC2)c1. Product: COc1ccc2nc(OC)c(NC(=O)N3CCN(c4cccc(Cl)c4)CC3)nc2c1. As a reaction SMILES: [CH3:1][O:2][c:3]1[n:4][c:5]2[cH:6][cH:7][c:8]([O:19][CH3:20])[cH:9][c:10]2[n:11][c:12]1[NH:13][C:14]([O:15][CH2:16][CH3:17])=[O:18].[Cl:21][c:22]1[cH:23][cH:24][cH:25][c:26]([N:28]2[CH2:29][CH2:30][NH:31][CH2:32][CH2:33]2)[cH:27]1>>[CH3:1][O:2][c:3]1[n:4][c:5]2[cH:6][cH:7][c:8]([O:19][CH3:20])[cH:9][c:10]2[n:11][c:12]1[NH:13][C:14](=[O:18])[N:31]1[CH2:30][CH2:29][N:28]([c:26]2[cH:25][cH:24][cH:23][c:22]([Cl:21])[cH:27]2)[CH2:33][CH2:32]1.